describe an organic reaction: reactants, conditions, products, and yield From a dataset of the Open Reaction Database (ORD), a public repository of structured organic reaction records. The reactants are C(C#C)N (propargylamine), C1(=CC=CC=C1)C (toluene), [OH-].[Na+] (sodium hydroxide), ClC(=O)OCC (ethyl chloroformate). Run in O (water). Conditions: time 3 hour. Yields the product C(C#C)NC(OCC)=O (Ethyl N-propargylcarbamate). As a reaction SMILES: [CH2:1]([NH2:4])[C:2]#[CH:3].C1(C)C=CC=CC=1.[OH-].[Na+].Cl[C:15]([O:17][CH2:18][CH3:19])=[O:16]>O>[CH2:1]([NH:4][C:15](=[O:16])[O:17][CH2:18][CH3:19])[C:2]#[CH:3] |f:2.3|. Reported procedure: 115 g (2. 1 mol) of propargylamine is introduced into 1 1 of toluene, 91 g of sodium hydroxide dissolved in 400 ml of water are added, and 239 g (2.2 mol) of ethyl chloroformate are added dropwise at 10° C. The mixture is stirred for three hours at room temperature, the organic phase is separated off, the aqueous phase is extracted using toluene, the organic solutions are dried over magnesium sulphate and concentrated, and the concentrate is distilled.